This data is from the Open Reaction Database (ORD), a public repository of structured organic reaction records. The task is: describe an organic reaction: reactants, conditions, products, and yield Starting materials: Cn1ncc(C2CC2)c1-c1csc(C(=O)O)c1, CCN(C(C)C)C(C)C, ClC(Cl)Cl, NC(Cc1ccccc1C(F)(F)F)CN1C(=O)c2ccccc2C1=O. Product: Cn1ncc(C2CC2)c1-c1csc(C(=O)NC(Cc2ccccc2C(F)(F)F)CN2C(=O)c3ccccc3C2=O)c1. Reaction SMILES: [CH:1]1([c:4]2[cH:5][n:6][n:7]([CH3:17])[c:8]2-[c:9]2[cH:10][c:11]([C:14](=[O:15])[OH:16])[s:12][cH:13]2)[CH2:2][CH2:3]1.[CH:43]([N:44]([CH2:45][CH3:46])[CH:47]([CH3:48])[CH3:49])([CH3:50])[CH3:51].[CH:52]([Cl:53])([Cl:54])[Cl:55].[NH2:18][CH:19]([CH2:20][N:21]1[C:22](=[O:31])[c:23]2[cH:24][cH:25][cH:26][cH:27][c:28]2[C:29]1=[O:30])[CH2:32][c:33]1[c:34]([C:39]([F:40])([F:41])[F:42])[cH:35][cH:36][cH:37][cH:38]1>>[CH:1]1([c:4]2[cH:5][n:6][n:7]([CH3:17])[c:8]2-[c:9]2[cH:10][c:11]([C:14](=[O:16])[NH:18][CH:19]([CH2:20][N:21]3[C:22](=[O:31])[c:23]4[cH:24][cH:25][cH:26][cH:27][c:28]4[C:29]3=[O:30])[CH2:32][c:33]3[c:34]([C:39]([F:40])([F:41])[F:42])[cH:35][cH:36][cH:37][cH:38]3)[s:12][cH:13]2)[CH2:2][CH2:3]1. The reactants are CCO, COC(=O)C=Cc1cccc([N+](=O)[O-])c1. Yields the product COC(=O)C=Cc1cccc(N)c1. As a reaction SMILES: [CH3:16][CH2:17][OH:18].[CH3:1][O:2][C:3]([CH:4]=[CH:5][c:6]1[cH:7][c:8]([N+:12]([O-:13])=[O:14])[cH:9][cH:10][cH:11]1)=[O:15]>>[CH3:1][O:2][C:3]([CH:4]=[CH:5][c:6]1[cH:7][c:8]([NH2:12])[cH:9][cH:10][cH:11]1)=[O:15].